This data is from the Open Reaction Database (ORD), a public repository of structured organic reaction records. The task is: describe an organic reaction: reactants, conditions, products, and yield Starting materials: COC(COC(=O)C1=C(C)NC2=C(C(=O)CN(Cc3ccccc3)C2)C1c1cccc(Cl)c1)c1ccccc1, CO, Cl, [H][H]. The product is COC(COC(=O)C1=C(C)NC2=C(C(=O)CNC2)C1c1cccc(Cl)c1)c1ccccc1. Reaction SMILES: [CH3:2][O:3][CH:4]([CH2:5][O:6][C:7](=[O:8])[C:9]1=[C:10]([CH3:34])[NH:11][C:12]2=[C:17]([C:16](=[O:26])[CH2:15][N:14]([CH2:27][c:28]3[cH:29][cH:30][cH:31][cH:32][cH:33]3)[CH2:13]2)[CH:18]1[c:19]1[cH:20][c:21]([Cl:25])[cH:22][cH:23][cH:24]1)[c:35]1[cH:36][cH:37][cH:38][cH:39][cH:40]1.[CH3:43][OH:44].[ClH:1].[H:41][H:42]>>[CH3:2][O:3][CH:4]([CH2:5][O:6][C:7](=[O:8])[C:9]1=[C:10]([CH3:34])[NH:11][C:12]2=[C:17]([C:16](=[O:26])[CH2:15][NH:14][CH2:13]2)[CH:18]1[c:19]1[cH:20][c:21]([Cl:25])[cH:22][cH:23][cH:24]1)[c:35]1[cH:36][cH:37][cH:38][cH:39][cH:40]1.